From a dataset of the Open Reaction Database (ORD), a public repository of structured organic reaction records. describe an organic reaction: reactants, conditions, products, and yield The reactants are BrC=1C=C(C=CC1)O (3-bromophenol), C1(CCCCC1)CCC1=C(C=CC=C1)O (2-cyclohexylethylphenol), C1(=CC=CC=C1)P(C1=CC=CC=C1)C1=CC=CC=C1 (triphenylphosphine), solution, N(=NC(=O)OCC)C(=O)OCC (diethyl azodicarboxylate), C1(=CC=CC=C1)C (toluene). RXN SMILES: [Br:1][C:2]1[CH:3]=[C:4]([OH:8])[CH:5]=[CH:6][CH:7]=1.[CH:9]1([CH2:15][CH2:16]C2C=CC=CC=2O)[CH2:14][CH2:13][CH2:12][CH2:11][CH2:10]1.C1(P(C2C=CC=CC=2)C2C=CC=CC=2)C=CC=CC=1.N(C(OCC)=O)=NC(OCC)=O.C1(C)C=CC=CC=1>O1CCCC1>[Br:1][C:2]1[CH:7]=[CH:6][CH:5]=[C:4]([O:8][CH2:16][CH2:15][CH:9]2[CH2:14][CH2:13][CH2:12][CH2:11][CH2:10]2)[CH:3]=1. The yield is 93.7%. Procedure details: To a solution of 3-bromophenol (15.0 g, 86.7 mmol), 2-cyclohexylethylphenol (12.0 ml, 86.7 mmol) and triphenylphosphine (23.0 g, 86.7 mmol) in tetrahydrofuran (200 ml) was added slowly a 40% solution of diethyl azodicarboxylate in toluene (38.0 ml, 86.7 mmol) in portions at 0° C. with stirring, and then the resulting mixture was stirred at room temperature for 7 hours. After stirring, the reaction mixture was evaporated in vacuo, and hexane was added to the residue. After filtration, the filtrat... Solvent: O1CCCC1 (tetrahydrofuran). Product: BrC1=CC(=CC=C1)OCCC1CCCCC1 (1-bromo-3-(2-cyclohexylethoxy)benzene). Starting materials: TEA, CS(=O)(=O)Cl (MsCl), C(C1=CC=CC=C1)OC1=C(C=C(C(=C1)OCC1=CC=CC=C1)C(C)C)N1N=NC=C1C1=CC=C(C=C1)CO ({4-[3-(2,4-bis-benzyloxy-5-isopropyl-phenyl)-3H-[1,2,3]triazol-4-yl]-phenyl}-methanol), N1CCOCC1 (Morpholine), TEA. Run in C(Cl)Cl (DCM), CN(C)C=O (DMF). Run at temperature 0 celsius, time 12 hour. Product: C(C1=CC=CC=C1)OC1=C(C=C(C(=C1)OCC1=CC=CC=C1)C(C)C)N1N=NC=C1C1=CC=C(CN2CCOCC2)C=C1 (4-{4-[3-(2,4-bis-benzyloxy-5-isopropyl-phenyl)-3H-[1,2,3]triazol-4-yl]-benzyl}-morpholine). Yield: 80.0%. As a reaction SMILES: CS(Cl)(=O)=O.[CH2:6]([O:13][C:14]1[CH:19]=[C:18]([O:20][CH2:21][C:22]2[CH:27]=[CH:26][CH:25]=[CH:24][CH:23]=2)[C:17]([CH:28]([CH3:30])[CH3:29])=[CH:16][C:15]=1[N:31]1[C:35]([C:36]2[CH:41]=[CH:40][C:39]([CH2:42]O)=[CH:38][CH:37]=2)=[CH:34][N:33]=[N:32]1)[C:7]1[CH:12]=[CH:11][CH:10]=[CH:9][CH:8]=1.[NH:44]1[CH2:49][CH2:48][O:47][CH2:46][CH2:45]1>C(Cl)Cl.CN(C=O)C>[CH2:6]([O:13][C:14]1[CH:19]=[C:18]([O:20][CH2:21][C:22]2[CH:23]=[CH:24][CH:25]=[CH:26][CH:27]=2)[C:17]([CH:28]([CH3:30])[CH3:29])=[CH:16][C:15]=1[N:31]1[C:35]([C:36]2[CH:41]=[CH:40][C:39]([CH2:42][N:44]3[CH2:49][CH2:48][O:47][CH2:46][CH2:45]3)=[CH:38][CH:37]=2)=[CH:34][N:33]=[N:32]1)[C:7]1[CH:12]=[CH:11][CH:10]=[CH:9][CH:8]=1. Procedure: TEA (160 μl, 1.17 mmol) and MsCl (90 μl, 1.17 mmol) were added to a solution of {4-[3-(2,4-bis-benzyloxy-5-isopropyl-phenyl)-3H-[1,2,3]triazol-4-yl]-phenyl}-methanol (200 mg, 0.39 mmol) in DCM (5 ml) at 0° C. The solution was stirred for 30 minutes at 0° C. and for 12 hours at RT. The solvent was removed under reduced pressure and the reaction crude was dissolved in DMF (3 ml). Morpholine (1.17 mmol) and TEA (160 μl, 1.17 mmol) were added and the reaction mixture was stirred for 12 hours at RT. ... The reactants are OC=1C=C(C=CC1)CCCN1C(=NC=C1)CC(CO)O (3-{1-[3-(3-hydroxyphenyl)propyl]-1H-imidazol-2-yl}-1,2-propanediol), [H-].[Na+] (sodium hydride), ClCC=1N=C(OC1)\C=C\C1=CC=C(C=C1)C(F)(F)F (4-(chloromethyl)-2-{(E)-2-[4-(trifluoromethyl)phenyl]ethenyl}-1,3-oxazole). Product: FC(C1=CC=C(C=C1)/C=C/C=1OC=C(N1)COC=1C=C(C=CC1)CCCN1C(=NC=C1)CC(CO)O)(F)F (3-[1-(3-{3-[(2-{(E)-2-[4-(trifluoromethyl)phenyl]ethenyl}-1,3-oxazol-4-yl)methoxy]phenyl}propyl)-1H-imidazol-2-yl]-1,2-propanediol). The yield is 68.9%. Reaction SMILES: [OH:1][C:2]1[CH:3]=[C:4]([CH2:8][CH2:9][CH2:10][N:11]2[CH:15]=[CH:14][N:13]=[C:12]2[CH2:16][CH:17]([OH:20])[CH2:18][OH:19])[CH:5]=[CH:6][CH:7]=1.[H-].[Na+].Cl[CH2:24][C:25]1[N:26]=[C:27](/[CH:30]=[CH:31]/[C:32]2[CH:37]=[CH:36][C:35]([C:38]([F:41])([F:40])[F:39])=[CH:34][CH:33]=2)[O:28][CH:29]=1>>[F:41][C:38]([F:39])([F:40])[C:35]1[CH:36]=[CH:37][C:32](/[CH:31]=[CH:30]/[C:27]2[O:28][CH:29]=[C:25]([CH2:24][O:1][C:2]3[CH:3]=[C:4]([CH2:8][CH2:9][CH2:10][N:11]4[CH:15]=[CH:14][N:13]=[C:12]4[CH2:16][CH:17]([OH:20])[CH2:18][OH:19])[CH:5]=[CH:6][CH:7]=3)[N:26]=2)=[CH:33][CH:34]=1 |f:1.2|. Procedure details: Using 3-{1-[3-(3-hydroxyphenyl)propyl]-1H-imidazol-2-yl}-1,2-propanediol (194 mg), 65% oily sodium hydride (28 mg) and 4-(chloromethyl)-2-{(E)-2-[4-(trifluoromethyl)phenyl]ethenyl}-1,3-oxazole (212 mg), the same reaction as Example 2 was carried out to yield the titled compound (255 mg). Product: Cc1ccc(-c2ccccc2C#N)cc1. Reaction SMILES: [C:39]([O-:40])(=[O:41])[CH3:42].[C:44]([O-:45])(=[O:46])[CH3:47].[CH3:26][c:27]1[cH:28][cH:29][c:30]([CH3:31])[cH:32][cH:33]1.[CH3:35][S:36]([CH3:37])=[O:38].[Cl:1][c:2]1[c:3]([C:4]#[N:5])[cH:6][cH:7][cH:8][cH:9]1.[Na+:20].[Na+:21].[O-:22][C:23](=[O:24])[O-:25].[OH2:34].[Pd+2:43].[c:10]1([CH3:19])[cH:11][cH:12][c:13]([B:16]([OH:17])[OH:18])[cH:14][cH:15]1>>[c:2]1(-[c:13]2[cH:12][cH:11][c:10]([CH3:19])[cH:15][cH:14]2)[c:3]([C:4]#[N:5])[cH:6][cH:7][cH:8][cH:9]1. Reactants: CC(=O)[O-], CC(=O)[O-], Cc1ccc(C)cc1, CS(C)=O, N#Cc1ccccc1Cl, [Na+], [Na+], O=C([O-])[O-], O, [Pd+2], Cc1ccc(B(O)O)cc1. Reactants: CC(=O)O, Cc1ccccc1OCC(=O)Nc1ccc(-c2nc3ncccc3o2)cc1, OO. Yields the product Cc1ccccc1OCC(=O)Nc1ccc(-c2nc3c(ccc[n+]3[O-])o2)cc1. RXN SMILES: [C:30]([OH:31])(=[O:32])[CH3:33].[CH3:1][c:2]1[c:3]([O:4][CH2:5][C:6](=[O:7])[NH:8][c:9]2[cH:10][cH:11][c:12](-[c:15]3[o:16][c:17]4[c:18]([n:19][cH:20][cH:21][cH:22]4)[n:23]3)[cH:13][cH:14]2)[cH:24][cH:25][cH:26][cH:27]1.[OH:28][OH:29]>>[CH3:1][c:2]1[c:3]([O:4][CH2:5][C:6](=[O:7])[NH:8][c:9]2[cH:10][cH:11][c:12](-[c:15]3[o:16][c:17]4[c:18]([n+:19]([O-:28])[cH:20][cH:21][cH:22]4)[n:23]3)[cH:13][cH:14]2)[cH:24][cH:25][cH:26][cH:27]1. The reactants are O=C(OCc1ccccc1)c1cccc(Cl)c1OCc1ccccc1, CCOC(C)=O, Cc1ccccc1, CC1(C)OB(c2cccnc2)OC1(C)C, COc1cccc(OC)c1-c1ccccc1P(C1CCCCC1)C1CCCCC1, [K+], [K+], [K+], CC(=O)[O-], CC(=O)[O-], O=C(O)CC(O)(CC(=O)O)C(=O)O, O=P([O-])([O-])[O-], [Pd+2]. The product is O=C(OCc1ccccc1)c1cccc(-c2cccnc2)c1OCc1ccccc1. RXN SMILES: [CH2:53]([c:54]1[cH:55][cH:56][cH:57][cH:58][cH:59]1)[O:60][c:61]1[c:62]([C:63](=[O:64])[O:65][CH2:66][c:67]2[cH:68][cH:69][cH:70][cH:71][cH:72]2)[cH:73][cH:74][cH:75][c:76]1[Cl:77].[CH3:100][CH2:101][O:102][C:103](=[O:104])[CH3:105].[CH3:106][c:107]1[cH:108][cH:109][cH:110][cH:111][cH:112]1.[CH3:1][C:2]1([CH3:3])[C:4]([CH3:5])([CH3:6])[O:7][B:8]([c:9]2[cH:10][n:11][cH:12][cH:13][cH:14]2)[O:15]1.[CH:24]1([P:25]([CH:26]2[CH2:27][CH2:28][CH2:29][CH2:30][CH2:31]2)[c:32]2[cH:33][cH:34][cH:35][cH:36][c:37]2-[c:38]2[c:39]([O:40][CH3:41])[cH:42][cH:43][cH:44][c:45]2[O:46][CH3:47])[CH2:48][CH2:49][CH2:50][CH2:51][CH2:52]1.[K+:21].[K+:22].[K+:23].[O-:92][C:93]([CH3:94])=[O:95].[O-:96][C:97]([CH3:98])=[O:99].[OH:78][C:79]([CH2:80][C:81]([C:82](=[O:83])[OH:84])([CH2:85][C:86](=[O:87])[OH:88])[OH:89])=[O:90].[P:16]([O-:17])([O-:18])([O-:19])=[O:20].[Pd+2:91]>>[c:9]1(-[c:76]2[c:61]([O:60][CH2:53][c:54]3[cH:55][cH:56][cH:57][cH:58][cH:59]3)[c:62]([C:63](=[O:64])[O:65][CH2:66][c:67]3[cH:68][cH:69][cH:70][cH:71][cH:72]3)[cH:73][cH:74][cH:75]2)[cH:10][n:11][cH:12][cH:13][cH:14]1. Starting materials: CC(C)([O-])C.[K+] (potassium tert. butoxide), BrCCCCl (1-bromo-3-chloropropane), [K] (potassium), [Na] (sodium), N1C(CCC1)=O (2-pyrrolidone), N1C(CCCC1)=O (2-piperidone), alkali metals. Procedure details: In the first method the 2-pyrrolidone (2, n=1) or 2-piperidone (2, n=2) is condensed with 1-bromo-3-chloropropane in the presence of bases selected from potassium tert. butoxide, pulverized alkali metals selected from sodium or potassium in nonpolar solvents selected from benzene, xylene, toluene at a temperature ranging from 110 to 150° C. for 1.15 to 14 hrs to give 1-chloro-3-[2-oxo-pyrrolidin-1-yl]propane (3, n=1) or 1-chloro-3-[2-oxopiperidin-1-yl]propane (3, n=2) which on condensation with ... Run at time 7.575 hour. Reaction SMILES: [NH:1]1[CH2:5][CH2:4][CH2:3][C:2]1=[O:6].[NH:7]1[CH2:12][CH2:11][CH2:10][CH2:9][C:8]1=[O:13].Br[CH2:15][CH2:16][CH2:17][Cl:18].CC(C)([O-])C.[K+].[Na].[K]>C1(C)C=CC=CC=1.C1(C)C(C)=CC=CC=1.C1C=CC=CC=1>[Cl:18][CH2:17][CH2:16][CH2:15][N:1]1[CH2:5][CH2:4][CH2:3][C:2]1=[O:6].[Cl:18][CH2:17][CH2:16][CH2:15][N:7]1[CH2:12][CH2:11][CH2:10][CH2:9][C:8]1=[O:13] |f:3.4,^1:24,25|. Yields the product ClCCCN1C(CCC1)=O (1-chloro-3-[2-oxo-pyrrolidin-1-yl]propane), ClCCCN1C(CCCC1)=O (1-chloro-3-[2-oxopiperidin-1-yl]propane). Run in C=1(C(=CC=CC1)C)C (xylene), C1=CC=CC=C1 (benzene), C1(=CC=CC=C1)C (toluene).